From a dataset of the Open Reaction Database (ORD), a public repository of structured organic reaction records. describe an organic reaction: reactants, conditions, products, and yield Reaction conditions: temperature 110 celsius, time 15 minute. Yields the product ClC=1C=C(C=C(C1)Cl)SC1=C(C(=NN1CC)C)CNC=1C=NC=CC1 ([5-(3,5-dichloro-phenylsulphanyl)-1-ethyl-3-methyl-1H-pyrazol-4-ylmethyl]-pyridin-3-yl-amine). Reaction SMILES: BrC[CH2:3][C:4]1[C:5]([CH3:20])=[N:6][N:7]([CH2:18][CH3:19])[C:8]=1[S:9][C:10]1[CH:15]=[C:14]([Cl:16])[CH:13]=[C:12]([Cl:17])[CH:11]=1.[NH2:21][C:22]1[CH:23]=[N:24][CH:25]=[CH:26][CH:27]=1.[H-].[Na+].O>CN(C)C=O>[Cl:16][C:14]1[CH:15]=[C:10]([S:9][C:8]2[N:7]([CH2:18][CH3:19])[N:6]=[C:5]([CH3:20])[C:4]=2[CH2:3][NH:21][C:22]2[CH:23]=[N:24][CH:25]=[CH:26][CH:27]=2)[CH:11]=[C:12]([Cl:17])[CH:13]=1 |f:2.3|. The solvent is CN(C=O)C (N,N-dimethylformamide). Reactants: O (Water), BrCCC=1C(=NN(C1SC1=CC(=CC(=C1)Cl)Cl)CC)C (4-bromoethyl-5-(3,5-dichloro-phenylsulphanyl)-1-ethyl-3-methyl-1H-pyrazole), NC=1C=NC=CC1 (3-aminopyridine), [H-].[Na+] (sodium hydride). Yield: 7.5%. Procedure details: A mixture of 227 mg of 4-bromoethyl-5-(3,5-dichloro-phenylsulphanyl)-1-ethyl-3-methyl-1H-pyrazole, 62 mg of 3-aminopyridine and 36 mg of sodium hydride (60% in mineral oil) in 3 ml of anhydrous N,N-dimethylformamide was stirred under nitrogen at 110° C. for 15 minutes. Water (10 ml) was added and the mixture was extracted three times with 8 ml of dichloromethane. The combined extracts were dried over magnesium sulphate, filtered and evaporated. The residue was purified by flash chromatography on... Procedure details: The title compound (27 mg) was prepared starting from 40 mg of 4-(6-bromomethylbenzothiazol-2-yl)-5-methyl-2H-pyrazol-3-ylamine and excess morpholine. MS (m/z, ES+): 330.1 (M+1, 30%), 243 (M−O(CH2)4N, 100%). Reaction SMILES: Br[CH2:2][C:3]1[CH:18]=[CH:17][C:6]2[N:7]=[C:8]([C:10]3[C:14]([CH3:15])=[N:13][NH:12][C:11]=3[NH2:16])[S:9][C:5]=2[CH:4]=1.[NH:19]1[CH2:24][CH2:23][O:22][CH2:21][CH2:20]1>>[CH3:15][C:14]1[C:10]([C:8]2[S:9][C:5]3[CH:4]=[C:3]([CH2:2][N:19]4[CH2:24][CH2:23][O:22][CH2:21][CH2:20]4)[CH:18]=[CH:17][C:6]=3[N:7]=2)=[C:11]([NH2:16])[NH:12][N:13]=1. Product: CC=1C(=C(NN1)N)C=1SC2=C(N1)C=CC(=C2)CN2CCOCC2 (5-Methyl-4-(6-morpholin-4-ylmethylbenzothiazol-2-yl)-2H-pyrazol-3-ylamine). Starting materials: BrCC1=CC2=C(N=C(S2)C2=C(NN=C2C)N)C=C1 (4-(6-bromomethylbenzothiazol-2-yl)-5-methyl-2H-pyrazol-3-ylamine), N1CCOCC1 (morpholine). The reactants are C(C1=CC=CC=C1)O[C@@H]1[C@@]2(CO[C@]([C@@H]([C@H]1OCC1=CC=CC=C1)OCC1=CC=CC=C1)(O2)C2=CC(=C(C=C2)Cl)CC2=C(C(=C(C=C2)OC)F)F)CO ([(1S,2S,3S,4R,5S)-2,3,4-tribenzyloxy-5-[4-chloro-3-[(2,3-difluoro-4-methoxy-phenyl)methyl]phenyl]-6,8-dioxa bicyclo[3.2.1]octan-1-yl]methanol), I(=O)(=O)C1=C(C(=O)O)C=CC=C1 (2-iodoxybenzoic acid). Run in C(C)(=O)OCC (ethyl acetate). Yields the product C(C1=CC=CC=C1)O[C@@H]1[C@@]2(CO[C@]([C@@H]([C@H]1OCC1=CC=CC=C1)OCC1=CC=CC=C1)(O2)C2=CC(=C(C=C2)Cl)CC2=C(C(=C(C=C2)OC)F)F)C=O ((1S,2S,3S,4R,5S)-2,3,4-tribenzyloxy-5-[4-chloro-3-[(2,3-difluoro-4-methoxy-phenyl)methyl]phenyl]-6,8-dioxabicyclo[3.2.1]octane-1-carbaldehyde). The yield is 105.2%. As a reaction SMILES: [CH2:1]([O:8][C@H:9]1[C@H:15]([O:16][CH2:17][C:18]2[CH:23]=[CH:22][CH:21]=[CH:20][CH:19]=2)[C@@H:14]([O:24][CH2:25][C:26]2[CH:31]=[CH:30][CH:29]=[CH:28][CH:27]=2)[C@:13]2([C:33]3[CH:38]=[CH:37][C:36]([Cl:39])=[C:35]([CH2:40][C:41]4[CH:46]=[CH:45][C:44]([O:47][CH3:48])=[C:43]([F:49])[C:42]=4[F:50])[CH:34]=3)[O:32][C@@:10]1([CH2:51][OH:52])[CH2:11][O:12]2)[C:2]1[CH:7]=[CH:6][CH:5]=[CH:4][CH:3]=1.I(C1C=CC=CC=1C(O)=O)(=O)=O>C(OCC)(=O)C>[CH2:1]([O:8][C@H:9]1[C@H:15]([O:16][CH2:17][C:18]2[CH:19]=[CH:20][CH:21]=[CH:22][CH:23]=2)[C@@H:14]([O:24][CH2:25][C:26]2[CH:31]=[CH:30][CH:29]=[CH:28][CH:27]=2)[C@:13]2([C:33]3[CH:38]=[CH:37][C:36]([Cl:39])=[C:35]([CH2:40][C:41]4[CH:46]=[CH:45][C:44]([O:47][CH3:48])=[C:43]([F:49])[C:42]=4[F:50])[CH:34]=3)[O:32][C@@:10]1([CH:51]=[O:52])[CH2:11][O:12]2)[C:2]1[CH:7]=[CH:6][CH:5]=[CH:4][CH:3]=1. Procedure: To a solution of [(1S,2S,3S,4R,5S)-2,3,4-tribenzyloxy-5-[4-chloro-3-[(2,3-difluoro-4-methoxy-phenyl)methyl]phenyl]-6,8-dioxa bicyclo[3.2.1]octan-1-yl]methanol 210 (0.52 g, 0.68 mmol) in ethyl acetate (20 mL) was added 2-iodoxybenzoic acid (0.58 g, 2.06 mmol) at room temperature. The mixture was refluxed for 20 hours and cooled to room temperature, then filtered. The filtrate was concentrated in vacuo to give the title compound 21p as a white solid (0.52 g, 100%). This material was not further pu... Starting materials: C(C)N1C[C@H]([C@@H](C1)NCCC1=CC=CC=C1)O (trans-1-ethyl-4-[(2-phenylethyl)amino]-3-pyrrolidinol), C([O-])([O-])=O.[K+].[K+] (potassium carbonate), C(C1=CC=CC=C1)(=O)Cl (benzoyl chloride), [OH-].[K+] (potassium hydroxide), amide, di-substituted amide-ester. Solvent: C(Cl)Cl (methylene chloride), C(Cl)Cl (methylene chloride), O (water), C(C)O (ethanol). Conditions: time 8 hour. Product: C(C)N1C[C@H]([C@@H](C1)O)N(C(C1=CC=CC=C1)=O)CCC1=CC=CC=C1 (Trans-N-(1-ethyl-4-hydroxy-3-pyrrolidinyl)-N-(2-phenylethyl)benzamide). Yield: 62.9%. As a reaction SMILES: [CH2:1]([N:3]1[CH2:7][C@@H:6]([NH:8][CH2:9][CH2:10][C:11]2[CH:16]=[CH:15][CH:14]=[CH:13][CH:12]=2)[C@H:5]([OH:17])[CH2:4]1)[CH3:2].C(=O)([O-])[O-].[K+].[K+].[C:24](Cl)(=[O:31])[C:25]1[CH:30]=[CH:29][CH:28]=[CH:27][CH:26]=1.[OH-].[K+]>C(Cl)Cl.C(O)C.O>[CH2:1]([N:3]1[CH2:4][C@@H:5]([OH:17])[C@H:6]([N:8]([CH2:9][CH2:10][C:11]2[CH:16]=[CH:15][CH:14]=[CH:13][CH:12]=2)[C:24](=[O:31])[C:25]2[CH:30]=[CH:29][CH:28]=[CH:27][CH:26]=2)[CH2:7]1)[CH3:2] |f:1.2.3,5.6|. Procedure details: To a stirring slurry of 3.5 g (0.15 mole) of trans-1-ethyl-4-[(2-phenylethyl)amino]-3-pyrrolidinol and 5 g potassium carbonate in 75 ml of methylene chloride at ice bath temperature was added dropwise a solution of 3.2 g (0.023 mole) of benzoyl chloride in 25 ml of methylene chloride. After addition was complete, the mixture was stirred at ambient temperature overnight. The mixture was filtered through Celite and the filtrate was concentrated to give a yellow gum as residue. An NMR analysis of t... Procedure: [(R)-3-(3-Chloro-5-fluoro-4-pentyloxy-phenyl)-1-hydroxymethyl-1-methyl-propyl]-carbamic acid tert-butyl ester (10 mg) is dissolved in dioxane containing 4 M HCl (0.5 ml). After stirring at RT for 18 h the product is precipitated by the addition of Et2O to yield the title compound as white solid. MS (ESI+): m/z=319 (MH+). The product is Cl.N[C@@](CO)(CCC1=CC(=C(C(=C1)F)OCCCCC)Cl)C ((R)-2-Amino-4-(3-chloro-5-fluoro-4-pentyloxy-phenyl)-2-methyl-butan-1-ol Hydrochloride). Starting materials: C(C)(C)(C)OC(N[C@@](CCC1=CC(=C(C(=C1)F)OCCCCC)Cl)(C)CO)=O ([(R)-3-(3-Chloro-5-fluoro-4-pentyloxy-phenyl)-1-hydroxymethyl-1-methyl-propyl]-carbamic acid tert-butyl ester). Solvent: O1CCOCC1 (dioxane). RXN SMILES: C(OC(=O)[NH:7][C@:8]([CH2:26][OH:27])([CH3:25])[CH2:9][CH2:10][C:11]1[CH:16]=[C:15]([F:17])[C:14]([O:18][CH2:19][CH2:20][CH2:21][CH2:22][CH3:23])=[C:13]([Cl:24])[CH:12]=1)(C)(C)C>O1CCOCC1>[ClH:24].[NH2:7][C@:8]([CH3:25])([CH2:9][CH2:10][C:11]1[CH:16]=[C:15]([F:17])[C:14]([O:18][CH2:19][CH2:20][CH2:21][CH2:22][CH3:23])=[C:13]([Cl:24])[CH:12]=1)[CH2:26][OH:27] |f:2.3|. Run at time 18 hour. The reactants are Cl, C1COCCO1, CC(C)(C)OC(=O)N1CC(O)CC1C(=O)Nc1ccc(N2CCOCC2=O)cc1. Product: Cl, O=C(Nc1ccc(N2CCOCC2=O)cc1)C1CC(O)CN1. RXN SMILES: [ClH:1].[O:31]1[CH2:32][CH2:33][O:34][CH2:35][CH2:36]1.[OH:2][CH:3]1[CH2:4][CH:5]([C:15]([NH:16][c:17]2[cH:18][cH:19][c:20]([N:23]3[C:24](=[O:29])[CH2:25][O:26][CH2:27][CH2:28]3)[cH:21][cH:22]2)=[O:30])[N:6]([C:8]([O:9][C:10]([CH3:11])([CH3:12])[CH3:13])=[O:14])[CH2:7]1>>[ClH:1].[OH:2][CH:3]1[CH2:4][CH:5]([C:15]([NH:16][c:17]2[cH:18][cH:19][c:20]([N:23]3[C:24](=[O:29])[CH2:25][O:26][CH2:27][CH2:28]3)[cH:21][cH:22]2)=[O:30])[NH:6][CH2:7]1. Starting materials: C1COCCN1, CCN(C(C)C)C(C)C, CCN(CC1CCN(S(=O)(=O)Cl)CC1)C(C)Cc1ccc2c(c1)CCO2, C1CCOC1. Yields the product CCN(CC1CCN(S(=O)(=O)N2CCOCC2)CC1)C(C)Cc1ccc2c(c1)CCO2. RXN SMILES: [CH2:27]1[CH2:28][O:29][CH2:30][CH2:31][NH:32]1.[CH:33]([N:34]([CH:35]([CH3:36])[CH3:37])[CH2:38][CH3:39])([CH3:40])[CH3:41].[O:1]1[CH2:2][CH2:3][c:4]2[c:5]1[cH:6][cH:7][c:8]([CH2:10][CH:11]([CH3:12])[N:13]([CH2:14][CH3:15])[CH2:16][CH:17]1[CH2:18][CH2:19][N:20]([S:23](=[O:24])(=[O:25])[Cl:26])[CH2:21][CH2:22]1)[cH:9]2.[O:42]1[CH2:43][CH2:44][CH2:45][CH2:46]1>>[O:1]1[CH2:2][CH2:3][c:4]2[c:5]1[cH:6][cH:7][c:8]([CH2:10][CH:11]([CH3:12])[N:13]([CH2:14][CH3:15])[CH2:16][CH:17]1[CH2:18][CH2:19][N:20]([S:23](=[O:24])(=[O:25])[N:32]3[CH2:27][CH2:28][O:29][CH2:30][CH2:31]3)[CH2:21][CH2:22]1)[cH:9]2.